From a dataset of the Open Reaction Database (ORD), a public repository of structured organic reaction records. describe an organic reaction: reactants, conditions, products, and yield The solvent is C1(=CC=CC=C1)C (toluene), O (water), C1(=CC=CC=C1)C (toluene). Reported procedure: A cooled (−78° C.) solution of ethyl 3-(thiazol-5-yl)benzoate (553 mg; 2.37 mmol) in anh. toluene (8 ml) was treated with a solution of 1 M DIBAH in toluene (7.12 ml; 7.12 mmol), and the resulting mixture was further stirred at −78° C., under nitrogen, for 5 min., and then at 0° C. for 30 min. The mixture was then treated successively with water (35 ml), 1 M aq. NaOH (11 ml), and aq. sat. NaHCO3 (30 ml). The separated aq. layer was further extracted with Et2O (2×100 ml). The mixed organic layers... Product: S1C=NC=C1C=1C=C(C=CC1)CO ((3-(thiazol-5-yl)phenyl)methanol). Run at temperature -78 celsius, time 5 minute. As a reaction SMILES: [S:1]1[C:5]([C:6]2[CH:7]=[C:8]([CH:14]=[CH:15][CH:16]=2)[C:9](OCC)=[O:10])=[CH:4][N:3]=[CH:2]1.CC(C[AlH]CC(C)C)C.[OH-].[Na+].C([O-])(O)=O.[Na+]>C1(C)C=CC=CC=1.O>[S:1]1[C:5]([C:6]2[CH:7]=[C:8]([CH2:9][OH:10])[CH:14]=[CH:15][CH:16]=2)=[CH:4][N:3]=[CH:2]1 |f:2.3,4.5|. Starting materials: CC(C)C[AlH]CC(C)C (DIBAH), [OH-].[Na+] (NaOH), C(=O)(O)[O-].[Na+] (NaHCO3), S1C=NC=C1C=1C=C(C(=O)OCC)C=CC1 (ethyl 3-(thiazol-5-yl)benzoate).